From a dataset of the Open Reaction Database (ORD), a public repository of structured organic reaction records. describe an organic reaction: reactants, conditions, products, and yield Reactants: C(C1=CC=CC=C1)OC=1C=C(C=CC1N1S(NC(C1)=O)(=O)=O)/C=C/CCN1C(C2=CC=CC=C2C1=O)=O (2-{(E)-4-[3-benzyloxy-4-(1,1,4-trioxo-1,2,5-thiadiazolidin-2-yl)-phenyl]-but-3-enyl}-isoindole-1,3-dione), CCO.CC(=O)O (EtOH HOAc). Reagents/catalysts: [Pd] (Pd/C). The product is OC=1C=C(C=CC1N1S(NC(C1)=O)(=O)=O)CCCCNC(C=1C(C(=O)O)=CC=CC1)=O (N-{4-[3-Hydroxy-4-(1,1,4-trioxo-1,2,5-thiadiazolidin-2-yl)-phenyl]-butyl}-phthalamic Acid). RXN SMILES: C([O:8][C:9]1[CH:10]=[C:11](/[CH:23]=[CH:24]/[CH2:25][CH2:26][N:27]2[C:35](=[O:36])[C:34]3[C:29](=[CH:30][CH:31]=[CH:32][CH:33]=3)[C:28]2=[O:37])[CH:12]=[CH:13][C:14]=1[N:15]1[CH2:19][C:18](=[O:20])[NH:17][S:16]1(=[O:22])=[O:21])C1C=CC=CC=1.CC[OH:40].CC(O)=O>[Pd]>[OH:8][C:9]1[CH:10]=[C:11]([CH2:23][CH2:24][CH2:25][CH2:26][NH:27][C:35](=[O:36])[C:34]2[C:29](=[CH:30][CH:31]=[CH:32][CH:33]=2)[C:28]([OH:37])=[O:40])[CH:12]=[CH:13][C:14]=1[N:15]1[CH2:19][C:18](=[O:20])[NH:17][S:16]1(=[O:22])=[O:21] |f:1.2|. Procedure: A solution of 2-{(E)-4-[3-benzyloxy-4-(1,1,4-trioxo-1,2,5-thiadiazolidin-2-yl)-phenyl]-but-3-enyl}-isoindole-1,3-dione (70 mg, 0.135 mmol) in 6 mL of EtOH/HOAc (4:2) is hydrogenated at 50 psi over 10% Pd/C (70 mg) for 18 h. The catalyst is filtered, the solvent is removed under reduced pressure and the residual yellow foam triturated with EtOAc to give the title compound as a solid: (M−1)−=446. As a reaction SMILES: [Cl:1][C:2]1[CH:26]=[C:25]([Cl:27])[C:24]([O:28][CH3:29])=[CH:23][C:3]=1[NH:4][C:5]1[C:14]2[C:9](=[CH:10][C:11]([OH:22])=[CH:12][C:13]=2[O:15][CH:16]2[CH2:21][CH2:20][O:19][CH2:18][CH2:17]2)[N:8]=[CH:7][N:6]=1.[C:30]([O:34][C:35]([N:37]1[CH2:42][CH2:41][CH:40]([CH2:43]O)[CH2:39][CH2:38]1)=[O:36])([CH3:33])([CH3:32])[CH3:31]>>[Cl:1][C:2]1[CH:26]=[C:25]([Cl:27])[C:24]([O:28][CH3:29])=[CH:23][C:3]=1[NH:4][C:5]1[C:14]2[C:9](=[CH:10][C:11]([O:22][CH2:43][CH:40]3[CH2:41][CH2:42][N:37]([C:35]([O:34][C:30]([CH3:31])([CH3:33])[CH3:32])=[O:36])[CH2:38][CH2:39]3)=[CH:12][C:13]=2[O:15][CH:16]2[CH2:21][CH2:20][O:19][CH2:18][CH2:17]2)[N:8]=[CH:7][N:6]=1. Starting materials: ClC1=C(NC2=NC=NC3=CC(=CC(=C23)OC2CCOCC2)O)C=C(C(=C1)Cl)OC (4-(2,4-dichloro-5-methoxyanilino)-7-hydroxy-5-tetrahydropyran-4-yloxyquinazoline), C(C)(C)(C)OC(=O)N1CCC(CC1)CO (1-tert-butoxycarbonylpiperidin-4-ylmethanol). Yield: 69.5%. Product: ClC1=C(NC2=NC=NC3=CC(=CC(=C23)OC2CCOCC2)OCC2CCN(CC2)C(=O)OC(C)(C)C)C=C(C(=C1)Cl)OC (4-(2,4-dichloro-5-methoxyanilino)-7-(1-tert-butoxycarbonylpiperidin-4-ylmethoxy)-5-tetrahydropyran-4-yloxyquinazoline). Reported procedure: Using an analogous procedure to that described in Example 12, 4-(2,4-dichloro-5-methoxyanilino)-7-hydroxy-5-tetrahydropyran-4-yloxyquinazoline (0.109 g) was reacted with 1-tert-butoxycarbonylpiperidin-4-ylmethanol (0.065 g) to give 4-(2,4-dichloro-5-methoxyanilino)-7-(1-tert-butoxycarbonylpiperidin-4-ylmethoxy)-5-tetrahydropyran-4-yloxyquinazoline (0.11 g).